Dataset: the Open Reaction Database (ORD), a public repository of structured organic reaction records. Task: describe an organic reaction: reactants, conditions, products, and yield Starting materials: COC(=O)c1cnc(C(C)(C)C)nc1Cl, Cn1ccc2cc(B(O)O)ccc21. The product is COC(=O)c1cnc(C(C)(C)C)nc1-c1ccc2c(ccn2C)c1. As a reaction SMILES: [C:1]([CH3:2])([CH3:3])([CH3:4])[c:5]1[n:6][cH:7][c:8]([C:12](=[O:13])[O:14][CH3:15])[c:9]([Cl:11])[n:10]1.[CH3:16][n:17]1[cH:18][cH:19][c:20]2[cH:21][c:22]([B:26]([OH:27])[OH:28])[cH:23][cH:24][c:25]12>>[C:1]([CH3:2])([CH3:3])([CH3:4])[c:5]1[n:6][cH:7][c:8]([C:12](=[O:13])[O:14][CH3:15])[c:9](-[c:22]2[cH:21][c:20]3[cH:19][cH:18][n:17]([CH3:16])[c:25]3[cH:24][cH:23]2)[n:10]1.